Task: describe an organic reaction: reactants, conditions, products, and yield. Dataset: the Open Reaction Database (ORD), a public repository of structured organic reaction records Reactants: O.O.Cl[Sn]Cl (SnCl2.2H2O), BrC=1C=CC(=C(N)C1)SCCCCl (5-Bromo-2-[(3-chloropropyl)sulfanyl]aniline), N(=O)[O-].[Na+] (NaNO2), Cl (HCl). Solvent: C(=O)(C(F)(F)F)O (TFA). Reaction conditions: temperature 0 celsius, time 2 hour. The product is BrC=1C=CC(=C(C1)NN)SCCCCl (1-{5-bromo-2-[(3-chloropropyl)sulfanyl]phenyl}hydrazine). As a reaction SMILES: [Br:1][C:2]1[CH:3]=[CH:4][C:5]([S:9][CH2:10][CH2:11][CH2:12][Cl:13])=[C:6]([CH:8]=1)[NH2:7].Cl.[N:15]([O-])=O.[Na+].O.O.Cl[Sn]Cl>C(O)(C(F)(F)F)=O>[Br:1][C:2]1[CH:3]=[CH:4][C:5]([S:9][CH2:10][CH2:11][CH2:12][Cl:13])=[C:6]([NH:7][NH2:15])[CH:8]=1 |f:2.3,4.5.6|. Procedure details: 5-Bromo-2-[(3-chloropropyl)sulfanyl]aniline (0.938 g, 3.3 mmol) was dissolved in TFA (4 mL). The reaction flask was cooled to 0° C. and HCl (15 mL) was added. To the resulting suspension, an aqueous solution of NaNO2 (0.25 g, 3.7 mmol, 3 mL H2O) was slowly added. The flask was warmed to rt and stirred for 2 hrs. The flask was re-cooled to 0° C. and was transferred via cannula to an aqueous solution of SnCl2.2H2O (1.49 g, 6.6 mmol, 3 mL of H2O). The solution was stirred for 3 hours. The precipita... Starting materials: O=C(CBr)C1(c2ccc(Cl)c(Cl)c2)CCC1, CC(C)=O, S=C1NCCN1. Yields the product Br, O=C(CSC1=NCCN1)C1(c2ccc(Cl)c(Cl)c2)CCC1. RXN SMILES: [Br:7][CH2:8][C:9](=[O:10])[C:11]1([c:15]2[cH:16][c:17]([Cl:22])[c:18]([Cl:21])[cH:19][cH:20]2)[CH2:12][CH2:13][CH2:14]1.[CH3:23][C:24](=[O:25])[CH3:26].[NH:1]1[C:2](=[S:6])[NH:3][CH2:4][CH2:5]1>>[BrH:7].[NH:1]1[C:2]([S:6][CH2:8][C:9](=[O:10])[C:11]2([c:15]3[cH:16][c:17]([Cl:22])[c:18]([Cl:21])[cH:19][cH:20]3)[CH2:12][CH2:13][CH2:14]2)=[N:3][CH2:4][CH2:5]1. The reactants are CC(C)(C)OC(=O)N1CCC(Nc2cc(Nc3cccc(Cl)c3)nc3c(C=C4NC(=O)NC4=O)cnn23)CC1, ClCCl, O=C(O)C(F)(F)F. Yields the product O=C1NC(=O)C(=Cc2cnn3c(NC4CCNCC4)cc(Nc4cccc(Cl)c4)nc23)N1. As a reaction SMILES: [Cl:1][c:2]1[cH:3][c:4]([NH:8][c:9]2[n:10][c:11]3[n:12]([c:13]([NH:15][CH:16]4[CH2:17][CH2:18][N:19]([C:22]([O:23][C:24]([CH3:25])([CH3:26])[CH3:27])=[O:28])[CH2:20][CH2:21]4)[cH:14]2)[n:29][cH:30][c:31]3[CH:32]=[C:33]2[NH:34][C:35](=[O:39])[NH:36][C:37]2=[O:38])[cH:5][cH:6][cH:7]1.[Cl:47][CH2:48][Cl:49].[F:40][C:41]([F:42])([F:43])[C:44]([OH:45])=[O:46]>>[Cl:1][c:2]1[cH:3][c:4]([NH:8][c:9]2[n:10][c:11]3[n:12]([c:13]([NH:15][CH:16]4[CH2:17][CH2:18][NH:19][CH2:20][CH2:21]4)[cH:14]2)[n:29][cH:30][c:31]3[CH:32]=[C:33]2[NH:34][C:35](=[O:39])[NH:36][C:37]2=[O:38])[cH:5][cH:6][cH:7]1. Starting materials: ( 67 ), CC=1C(=NC=2C1C(=C1N=C3C=CC=CC3=C1C2)C)C(=O)OCC (Ethyl 3,4-dimethylpyrrolo[3,2-b]carbazole-2-carboxylate), ( 64 ), ( 72 ), ( 100 ), [K+].[Br-] (KBr). Run in C(O)CN (ethanolamine). The product is OCCNC(=O)C=1C(=C2C(=C3N=C4C=CC=CC4=C3C=C2N1)C)C (N-(2-Hydroxyethyl)3,4-dimethylpyrrolo[3,2-b]carbazole-2-carboxamide). Reaction SMILES: [CH3:1][C:2]1[C:3]([C:19](OCC)=[O:20])=[N:4][C:5]2[C:6]=1[C:7]([CH3:18])=[C:8]1[C:16]([CH:17]=2)=[C:15]2[C:10]([CH:11]=[CH:12][CH:13]=[CH:14]2)=[N:9]1.[K+].[Br-]>C(CN)O>[OH:20][CH2:19][CH2:3][NH:4][C:19]([C:3]1[C:2]([CH3:1])=[C:6]2[C:5]([N:4]=1)=[CH:17][C:16]1[C:8]([N:9]=[C:10]3[C:15]=1[CH:14]=[CH:13][CH:12]=[CH:11]3)=[C:7]2[CH3:18])=[O:20] |f:1.2|. Procedure: Ethyl 3,4-dimethylpyrrolo[3,2-b]carbazole-2-carboxylate (1.00 g, 3.26 mmol) was suspended in ethanolamine (5 ml) and heated at reflux (giving an orange solution) under nitrogen for 1.5 hours, by which time TLC showed no remaining starting material. The excess ethanolamine was removed in vacuo and the yellow residue was triturated with DCM. The resulting solid was recrystallised from ethanol/water to give the product (two crops combined) (0.383 g, 36.5%) with m.p. 270° C. (decomp.). δH [2 H6 ]-DM...